Dataset: the Open Reaction Database (ORD), a public repository of structured organic reaction records. Task: describe an organic reaction: reactants, conditions, products, and yield Starting materials: O=[N+]([O-])c1ccccc1S(=O)(=O)N1CC1(c1cc(Br)ccc1F)C(F)F, C1CCOC1, [H-], [Na+], CN(C)C=O, CC(C)(C)OC(=O)C(C)(C)O. Yields the product CC(C)(C)OC(=O)C(C)(C)OCC(NS(=O)(=O)c1ccccc1[N+](=O)[O-])(c1cc(Br)ccc1F)C(F)F. RXN SMILES: [Br:14][c:15]1[cH:16][cH:17][c:18]([F:39])[c:19]([C:21]2([CH:36]([F:37])[F:38])[N:22]([S:24](=[O:25])(=[O:26])[c:27]3[c:28]([N+:33](=[O:34])[O-:35])[cH:29][cH:30][cH:31][cH:32]3)[CH2:23]2)[cH:20]1.[CH2:45]1[O:46][CH2:47][CH2:48][CH2:49]1.[H-:12].[Na+:13].[O:40]=[CH:41][N:42]([CH3:43])[CH3:44].[OH:1][C:2]([C:3](=[O:4])[O:5][C:6]([CH3:7])([CH3:8])[CH3:9])([CH3:10])[CH3:11]>>[O:1]([C:2]([C:3](=[O:4])[O:5][C:6]([CH3:7])([CH3:8])[CH3:9])([CH3:10])[CH3:11])[CH2:23][C:21]([c:19]1[c:18]([F:39])[cH:17][cH:16][c:15]([Br:14])[cH:20]1)([NH:22][S:24](=[O:25])(=[O:26])[c:27]1[c:28]([N+:33](=[O:34])[O-:35])[cH:29][cH:30][cH:31][cH:32]1)[CH:36]([F:37])[F:38]. The reactants are Cc1ccc(Cl)c(N[Si](C)(C)C)c1Cl, CS(C)=O, CC#N, Cc1cc(C)n2nc(S(=O)(=O)Cl)nc2n1. Yields the product Cc1cc(C)n2nc(S(=O)(=O)Nc3c(Cl)ccc(C)c3Cl)nc2n1. RXN SMILES: [CH3:16][Si:17]([NH:18][c:19]1[c:20]([Cl:27])[c:21]([CH3:26])[cH:22][cH:23][c:24]1[Cl:25])([CH3:28])[CH3:29].[CH3:30][S:31](=[O:32])[CH3:33].[CH3:34][C:35]#[N:36].[Cl:1][S:2](=[O:3])(=[O:4])[c:5]1[n:6][n:7]2[c:8]([n:9][c:10]([CH3:14])[cH:11][c:12]2[CH3:13])[n:15]1>>[S:2](=[O:3])(=[O:4])([c:5]1[n:6][n:7]2[c:8]([n:9][c:10]([CH3:14])[cH:11][c:12]2[CH3:13])[n:15]1)[NH:18][c:19]1[c:20]([Cl:27])[c:21]([CH3:26])[cH:22][cH:23][c:24]1[Cl:25]. Reported procedure: The subtitle compound was prepared following the procedure of Example 92(c), using methyl 2-bromo-2-(6-chloro-1,3-benzodioxol-5-yl)acetate from step (b), m.p. 172-174° C. from diethyl ether and hexane. Yields the product BrC1=CC=C2C(=CNC2=C1)C(C(=O)OC)C1=CC2=C(OCO2)C=C1Cl (Methyl 2-(6-bromo-1H-3-indolyl)-2-(6-chloro-1,3-benzodioxol-5-yl)acetate). As a reaction SMILES: [Br:1][C:2]1[CH:10]=[C:9]2[C:5]([C:6]([CH:12]([C:26]3[C:34]([Cl:35])=[CH:33][C:29]4[O:30][CH2:31][O:32][C:28]=4[CH:27]=3)[C:13](NS(C3C=CC(C)=CC=3)(=O)=O)=[O:14])=[CH:7][N:8]2C)=[CH:4][CH:3]=1.[CH2:36]([O:38]CC)C>CCCCCC>[Br:1][C:2]1[CH:10]=[C:9]2[C:5]([C:6]([CH:12]([C:26]3[C:34]([Cl:35])=[CH:33][C:29]4[O:30][CH2:31][O:32][C:28]=4[CH:27]=3)[C:13]([O:38][CH3:36])=[O:14])=[CH:7][NH:8]2)=[CH:4][CH:3]=1. Solvent: CCCCCC (hexane). The reactants are BrC1=CC=C2C(=CN(C2=C1)C)C(C(=O)NS(=O)(=O)C1=CC=C(C=C1)C)C1=CC2=C(OCO2)C=C1Cl (6-Bromo-3-{1-(6-chloro-1,3-benzodioxol-5-yl)-2-[(4-methylphenyl)sulfonamido]-2-oxoethyl}-1-methyl-1H-indole), C(C)OCC (diethyl ether). Reactants: Br\C(=C/C=C\1/N(C2=CC=C(C=C2C1(C)C)S(=O)(=O)[O-])CCCS(=O)(=O)[O-])\C=C\C=1C(C=2C(=[N+](C=C(C2)Cl)CCCS(=O)(=O)[O-])N1)(C)C.[Na+].[Na+] (Sodium (E)-2-((2Z,4E)-3-Bromo-5-(5-chloro-3,3-dimethyl-7-(3-sulfonatopropyl)-3H-pyrrolo[2,3-b]pyridin-7-ium-2-yl)penta-2,4-dienylidene)-3,3-dimethyl-1-(3-sulfonatopropyl)indoline-5-sulfonate), [Cl-].C(=O)(O)CC\C(\C=[NH+]\C1=CC=CC=C1)=C/NC1=CC=CC=C1 ((E)-N-((E)-4-Carboxy-2-((phenylamino)methylene)butylidene)benzenaminium chloride). Product: C(=O)(O)CC\C(=C/C=C\1/N(C2=CC=C(C=C2C1(C)C)S(=O)(=O)[O-])CCCS(=O)(=O)[O-])\C=C\C=1C(C=2C(=[N+](C=C(C2)Cl)CCCS(=O)(=O)[O-])N1)(C)C.[Na+].[Na+] (Sodium (E)-2-((2E,4E)-3-(2-Carboxyethyl)-5-(5-chloro-3,3-dimethyl-7-(3-sulfonatopropyl)-3H-pyrrolo[2,3-b]pyridin-7-ium-2-yl)penta-2,4-dienylidene)-3,3-dimethyl-1-(3-sulfonatopropyl)indoline-5-sulfonate). RXN SMILES: Br/[C:2](/[CH:27]=[CH:28]/[C:29]1[C:30]([CH3:47])([CH3:46])[C:31]2[C:32]([N:45]=1)=[N+:33]([CH2:38][CH2:39][CH2:40][S:41]([O-:44])(=[O:43])=[O:42])[CH:34]=[C:35](Cl)[CH:36]=2)=[CH:3]\[CH:4]=[C:5]1\[N:6]([CH2:20][CH2:21][CH2:22][S:23]([O-:26])(=[O:25])=[O:24])[C:7]2[C:12]([C:13]\1([CH3:15])[CH3:14])=[CH:11][C:10]([S:16]([O-:19])(=[O:18])=[O:17])=[CH:9][CH:8]=2.[Na+:48].[Na+].[Cl-:50].[C:51]([CH2:54][CH2:55]/C(=C\NC1C=CC=CC=1)/C=[NH+]/C1C=CC=CC=1)([OH:53])=[O:52]>>[C:51]([CH2:54][CH2:55]/[C:2](/[CH:27]=[CH:28]/[C:29]1[C:30]([CH3:47])([CH3:46])[C:31]2[C:32]([N:45]=1)=[N+:33]([CH2:38][CH2:39][CH2:40][S:41]([O-:44])(=[O:43])=[O:42])[CH:34]=[C:35]([Cl:50])[CH:36]=2)=[CH:3]\[CH:4]=[C:5]1\[N:6]([CH2:20][CH2:21][CH2:22][S:23]([O-:26])(=[O:25])=[O:24])[C:7]2[C:12]([C:13]\1([CH3:15])[CH3:14])=[CH:11][C:10]([S:16]([O-:19])(=[O:18])=[O:17])=[CH:9][CH:8]=2)([OH:53])=[O:52].[Na+:48].[Na+:48] |f:0.1.2,3.4,5.6.7|. Reported procedure: Compound 19 is prepared analogously to compound 9 (Example 9), except that compound 18 is used as a starting material. λMeOH=680 nm.